From a dataset of the Open Reaction Database (ORD), a public repository of structured organic reaction records. describe an organic reaction: reactants, conditions, products, and yield The reactants are COCCOC (1,2-dimethoxyethane), ClC1=NC(=NS1)SC (5-chloro-3-methylthio-1,2,4-thiadiazole), ClC=1C=C(C=CC1)B(O)O (3-chlorophenylboronic acid), tetrakistriphenylphosphine palladium, C([O-])([O-])=O.[Na+].[Na+] (sodium carbonate). The solvent is O (water). Yields the product CSC1=NSC(=N1)C1=C(C=CC=C1)Cl (3-methylthio-5-(2-chlorophenyl)-1,2,4-thiadiazole). The yield is 50.8%. Reaction SMILES: COCCOC.Cl[C:8]1[S:12][N:11]=[C:10]([S:13][CH3:14])[N:9]=1.[Cl:15][C:16]1[CH:17]=[C:18](B(O)O)[CH:19]=[CH:20][CH:21]=1.C(=O)([O-])[O-].[Na+].[Na+]>O>[CH3:14][S:13][C:10]1[N:9]=[C:8]([C:21]2[CH:20]=[CH:19][CH:18]=[CH:17][C:16]=2[Cl:15])[S:12][N:11]=1 |f:3.4.5|. Procedure details: To 25 ml of 1,2-dimethoxyethane were added 2.0 g of 5-chloro-3-methylthio-1,2,4-thiadiazole, 2.25 g of 3-chlorophenylboronic acid, 694 mg of tetrakistriphenylphosphine palladium and about 25 ml of a 2 M aqueous sodium carbonate solution, and the mixture was heated under reflux for 3 hours in a nitrogen atmosphere. Then, the reaction mixture was poured into water, and the mixture was extracted with t-butyl methyl ether. The organic layer was dried with anhydrous sodium sulfate, and the residue ob... The reactants are EtOAc-hexanes, N1=C(C=CC=C1)C1=CN=CO1 (5-(2-pyridyl)oxazole), C(C1=CC=CC=C1)OC1=CC=C(OCC(=O)O)C=C1 (2-(4-(benzyloxy)phenoxy)acetic acid), EtOAc-hexanes. Yields the product C(C1=CC=CC=C1)OC1=CC=C(OCC(=O)C=2OC(=CN2)C2=NC=CC=C2)C=C1 (2-(4-(Benzyloxy)phenoxy)-1-(5-(pyridin-2-yl)oxazol-2-yl)ethanone). Isolated yield 10.0%. RXN SMILES: [N:1]1[CH:6]=[CH:5][CH:4]=[CH:3][C:2]=1[C:7]1[O:11][CH:10]=[N:9][CH:8]=1.[CH2:12]([O:19][C:20]1[CH:30]=[CH:29][C:23]([O:24][CH2:25][C:26](O)=[O:27])=[CH:22][CH:21]=1)[C:13]1[CH:18]=[CH:17][CH:16]=[CH:15][CH:14]=1>>[CH2:12]([O:19][C:20]1[CH:21]=[CH:22][C:23]([O:24][CH2:25][C:26]([C:10]2[O:11][C:7]([C:2]3[CH:3]=[CH:4][CH:5]=[CH:6][N:1]=3)=[CH:8][N:9]=2)=[O:27])=[CH:29][CH:30]=1)[C:13]1[CH:14]=[CH:15][CH:16]=[CH:17][CH:18]=1. Procedure details: The title compound was prepared from 5-(2-pyridyl)oxazole and 2-(4-(benzyloxy)phenoxy)acetic acid (commercially available) using General Procedure B. Column chromatography (SiO2, 2.5×6 cm, 20-40% EtOAc-hexanes gradient) followed by PTLC (SiO2, 50% EtOAc-hexanes) afforded 11b (35 mg, 0.09 mmol, 10%) as a pale yellow solid: 1H NMR (CDCl3, 500 MHz) 8.70 (app d, 1H, J=4.0 Hz), 8.04 (d, 1H, J=8.1 Hz), 7.86 (td, 1H, J=7.7, 1.5 Hz), 7.55-7.52 (m, 1H), 7.44-7.33 (m, 6H), 6.94-6.89 (m, 4H), 5.45 (s, 2H),... RXN SMILES: [CH3:1][O:2][c:3]1[c:4]([CH2:5][N:6]([C:7]([CH:8]([CH3:9])[NH:10][C:11]([C:12]([F:13])([F:14])[F:15])=[O:16])=[O:17])[CH2:18][CH:19]([CH3:20])[OH:21])[cH:22][cH:23][c:24]([O:26][CH3:27])[cH:25]1.[O:51]=[C:52]([O:53][CH2:54][CH3:55])[N:56]=[N:57][C:58]([O:59][CH2:60][CH3:61])=[O:62].[O:63]1[CH2:64][CH2:65][CH2:66][CH2:67]1.[c:28]1([O:29][P:30]([O:31][c:32]2[cH:33][cH:34][cH:35][cH:36][cH:37]2)([O:38][c:39]2[cH:40][cH:41][cH:42][cH:43][cH:44]2)=[O:45])[cH:46][cH:47][cH:48][cH:49][cH:50]1>>[CH3:1][O:2][c:3]1[c:4]([CH2:5][N:6]2[C:7](=[O:17])[CH:8]([CH3:9])[N:10]([C:11]([C:12]([F:13])([F:14])[F:15])=[O:16])[CH:19]([CH3:20])[CH2:18]2)[cH:22][cH:23][c:24]([O:26][CH3:27])[cH:25]1. Product: COc1ccc(CN2CC(C)N(C(=O)C(F)(F)F)C(C)C2=O)c(OC)c1. Starting materials: COc1ccc(CN(CC(C)O)C(=O)C(C)NC(=O)C(F)(F)F)c(OC)c1, CCOC(=O)N=NC(=O)OCC, C1CCOC1, O=P(Oc1ccccc1)(Oc1ccccc1)Oc1ccccc1. Starting materials: NC=1C=NN(C1N1CC[C@@H](CCC1)NC(OCC1=CC=CC=C1)=O)C ((R)-benzyl 1-(4-amino-1-methyl-1H-pyrazol-5-yl)azepan-4-ylcarbamate), C(C)(C)(C)OC(=O)NC1=C(N=C(S1)C1=C(C(=CC=C1)F)F)C(=O)O (5-(tert-butoxycarbonylamino)-2-(2,3-difluorophenyl)thiazole-4-carboxylic acid). Product: NC1=C(N=C(S1)C1=C(C(=CC=C1)F)F)C(=O)NC=1C=NN(C1N1CC[C@@H](CCC1)N)C ((R)-5-amino-N-(5-(4-aminoazepan-1-yl)-1-methyl-1H-pyrazol-4-yl)-2-(2,3-difluorophenyl)thiazole-4-carboxamide). RXN SMILES: [NH2:1][C:2]1[CH:3]=[N:4][N:5]([CH3:25])[C:6]=1[N:7]1[CH2:13][CH2:12][CH2:11][C@@H:10]([NH:14]C(=O)OCC2C=CC=CC=2)[CH2:9][CH2:8]1.C(OC([NH:33][C:34]1[S:38][C:37]([C:39]2[CH:44]=[CH:43][CH:42]=[C:41]([F:45])[C:40]=2[F:46])=[N:36][C:35]=1[C:47](O)=[O:48])=O)(C)(C)C>>[NH2:33][C:34]1[S:38][C:37]([C:39]2[CH:44]=[CH:43][CH:42]=[C:41]([F:45])[C:40]=2[F:46])=[N:36][C:35]=1[C:47]([NH:1][C:2]1[CH:3]=[N:4][N:5]([CH3:25])[C:6]=1[N:7]1[CH2:13][CH2:12][CH2:11][C@@H:10]([NH2:14])[CH2:9][CH2:8]1)=[O:48]. Procedure: Following the procedures from Example 140, (R)-benzyl 1-(4-amino-1-methyl-1H-pyrazol-5-yl)azepan-4-ylcarbamate from Example 16 and 5-(tert-butoxycarbonylamino)-2-(2,3-difluorophenyl)thiazole-4-carboxylic acid from Example 42 were converted to 377. 1H NMR (400 MHz, DMSO) δ 8.92 (br, 1H), 8.06 (t, J=7.2 Hz, 1H), 7.62-7.39 (m, 4H), 7.34 (dd, J=13.1, 7.8 Hz, 1H), 3.66 (s, 4H), 3.20-3.01 (m, 5H), 1.92-1.76 (m, 3H), 1.71-1.47 (m, 3H). MS (ESI) m/z: 448.2 [M+H+]. Starting materials: BrC=1C=C(SC1)CCN (2(4-bromo-2-thienyl)-ethylamine), C1(C=2C(C(=O)O1)=CC=CC2)=O (phthalic anhydride). Solvent: C(C)(=O)O (acetic acid). Yields the product BrC=1C=C(SC1)CCN1C(C=2C(C1=O)=CC=CC2)=O (N-[2-(4-bromo-2-thienyl)ethyl]-phthalimide). RXN SMILES: [Br:1][C:2]1[CH:3]=[C:4]([CH2:7][CH2:8][NH2:9])[S:5][CH:6]=1.[C:10]1(=O)[O:15][C:13](=[O:14])[C:12]2=[CH:16][CH:17]=[CH:18][CH:19]=[C:11]12>C(O)(=O)C>[Br:1][C:2]1[CH:3]=[C:4]([CH2:7][CH2:8][N:9]2[C:13](=[O:14])[C:12]3=[CH:16][CH:17]=[CH:18][CH:19]=[C:11]3[C:10]2=[O:15])[S:5][CH:6]=1. Reported procedure: A mixture of 2(4-bromo-2-thienyl)-ethylamine (37 g) and phthalic anhydride (26.7 g) in glacial acetic acid (500 ml) is heated at reflux over 15 hours. It is concentrated at reduced pressure, the residue is triturated with ethanol and collected. The solid is recrystallized from ethanol to afford N-[2-(4-bromo-2-thienyl)ethyl]-phthalimide, m.p. 115°-117°. The reactants are Cl.ClC1=CC=C(COC=2C3=C(C=NC2)C(=C(N3)C)C)C=C1 (7-(4-chlorobenzyloxy)-2,3-dimethyl-1H-pyrrolo[3,2-c]pyridine hydrochloride), C([O-])(O)=O.[Na+] (sodium bicarbonate), C(C1=CC=CC=C1)Br (benzyl bromide), ClC1=CC=C(COC=2C3=C(C=NC2)C(=C(N3)C)C)C=C1 (7-(4-chlorobenzyloxy)-2,3-dimethyl-1H-pyrrolo[3,2-c]pyridine). Yields the product Cl.C(C1=CC=CC=C1)N1C(=C(C=2C=NC=C(C21)OCC2=CC=C(C=C2)Cl)C)C (1-benzyl-7-(4-chlorobenzyloxy)-2,3-dimethyl-1H-pyrrolo[3,2-c]pyridine hydrochloride). Isolated yield 38.8%. RXN SMILES: [Cl:1][C:2]1[CH:20]=[CH:19][C:5]([CH2:6]OC2C3NC(C)=C(C)C=3C=NC=2)=[CH:4][CH:3]=1.Cl.[Cl:22][C:23]1[CH:41]=[CH:40][C:26]([CH2:27][O:28][C:29]2[C:30]3[NH:37][C:36]([CH3:38])=[C:35]([CH3:39])[C:31]=3[CH:32]=[N:33][CH:34]=2)=[CH:25][CH:24]=1.C(=O)(O)[O-].[Na+].C(Br)C1C=CC=CC=1>>[ClH:1].[CH2:6]([N:37]1[C:30]2[C:29]([O:28][CH2:27][C:26]3[CH:40]=[CH:41][C:23]([Cl:22])=[CH:24][CH:25]=3)=[CH:34][N:33]=[CH:32][C:31]=2[C:35]([CH3:39])=[C:36]1[CH3:38])[C:5]1[CH:19]=[CH:20][CH:2]=[CH:3][CH:4]=1 |f:1.2,3.4,6.7|. Procedure: In accordance with the same procedures as in Example 2, except for using 7-(4-chlorobenzyloxy)-2,3-dimethyl-1H-pyrrolo[3,2-c]pyridine obtained by treating the compound of Example 18 with a saturated sodium bicarbonate solution and benzyl bromide, the titled compound was obtained as a white solid. (Yield: 38.8% ) Starting materials: Cl.CC1C=2N(CCCN1)C(=NN2)C(F)(F)F (9-Methyl-3-(trifluoromethyl)-6,7,8,9-tetrahydro-5H-[1,2,4]triazolo[4,3-a][1,4]diazepine hydrochloride), C(C)(C)(C)OC(=O)N[C@@H](CC(=O)O)CC1=C(C=C(C(=C1)F)F)F ((3R)-3-[(tert-butoxycarbonyl)amino]-4-(2,4,5-trifluorophenyl)butanoic acid), C(CCl)Cl (EDC), C=1C=CC2=C(C1)N=NN2O (HOBT), resultant mixture. Solvent: CN(C)C=O (DMF), C(C)N(CC)CC (triethylamine), C([O-])(O)=O.[Na+] (sodium bicarbonate), CN(C)C=O (DMF). Product: N-BOC, Cl.N[C@@H](CC(=O)N1C(C=2N(CCC1)C(=NN2)C(F)(F)F)C)CC2=C(C=C(C(=C2)F)F)F (8-[(3R)-3-Amino-4-(2,4,5-trifluorophenyl)butanoyl]-9-methyl-3-(trifluoromethyl)-6,7,8,9-tetrahydro-5H-[1,2,4]triazolo[4,3-a][1,4]diazepine, hydrochloride). RXN SMILES: C(OC([NH:8][C@H:9]([CH2:14][C:15]1[CH:20]=[C:19]([F:21])[C:18]([F:22])=[CH:17][C:16]=1[F:23])[CH2:10][C:11]([OH:13])=O)=O)(C)(C)C.C(Cl)C[Cl:26].C1C=CC2N(O)N=NC=2C=1.Cl.[CH3:39][CH:40]1[NH:46][CH2:45][CH2:44][CH2:43][N:42]2[C:47]([C:50]([F:53])([F:52])[F:51])=[N:48][N:49]=[C:41]12>CN(C=O)C.C(=O)(O)[O-].[Na+].C(N(CC)CC)C>[ClH:26].[NH2:8][C@H:9]([CH2:14][C:15]1[CH:20]=[C:19]([F:21])[C:18]([F:22])=[CH:17][C:16]=1[F:23])[CH2:10][C:11]([N:46]1[CH2:45][CH2:44][CH2:43][N:42]2[C:47]([C:50]([F:53])([F:51])[F:52])=[N:48][N:49]=[C:41]2[CH:40]1[CH3:39])=[O:13] |f:3.4,6.7,9.10|. Procedure: To a stirred solution of (3R)-3-[(tert-butoxycarbonyl)amino]-4-(2,4,5-trifluorophenyl)butanoic acid (119 mg, 0.358 mmol), EDC (82 mg, 0.430 mmol) and HOBT (58 mg, 0.430 mmol) in DMF (3 mL) at room temperature under nitrogen was added a mixture of 9-methyl-3-(trifluoromethyl)-6,7,8,9-tetrahydro-5H-[1,2,4]triazolo[4,3-a][1,4]diazepine hydrochloride from Step G (90 mg, 0.351 mmol) and triethylamine in DMF (3 mL). The resultant mixture was stirred at ambient temperature for 4 days. Then the reaction...